This data is from the Open Reaction Database (ORD), a public repository of structured organic reaction records. The task is: describe an organic reaction: reactants, conditions, products, and yield The reactants are Cc1c(Br)ccc(OCc2ccccc2)c1[N+](=O)[O-], C1CCNC1, CCOC(C)=O, CCCCCC, CN(C)C=O. Reaction SMILES: [CH2:1]([c:2]1[cH:3][cH:4][cH:5][cH:6][cH:7]1)[O:8][c:9]1[c:10]([N+:17](=[O:18])[O-:19])[c:11]([CH3:16])[c:12]([Br:15])[cH:13][cH:14]1.[CH2:20]1[CH2:21][CH2:22][NH:23][CH2:24]1.[CH3:25][CH2:26][O:27][C:28]([CH3:29])=[O:30].[CH3:31][CH2:32][CH2:33][CH2:34][CH2:35][CH3:36].[O:37]=[CH:38][N:39]([CH3:40])[CH3:41]>>[CH2:1]([c:2]1[cH:3][cH:4][cH:5][cH:6][cH:7]1)[O:8][c:9]1[c:10]([N+:17](=[O:18])[O-:19])[c:11]([CH:16]=[CH:25][N:23]2[CH2:22][CH2:21][CH2:20][CH2:24]2)[c:12]([Br:15])[cH:13][cH:14]1. Product: O=[N+]([O-])c1c(OCc2ccccc2)ccc(Br)c1C=CN1CCCC1. Reactants: CN(C(=O)c1ccc(OCC2CC2)cn1)C1Cc2ccc(C3CCCN3)cc2C1, CC=O. The product is CCN1CCCC1c1ccc2c(c1)CC(N(C)C(=O)c1ccc(OCC3CC3)cn1)C2. As a reaction SMILES: [CH3:1][N:2]([C:3](=[O:4])[c:5]1[n:6][cH:7][c:8]([O:11][CH2:12][CH:13]2[CH2:14][CH2:15]2)[cH:9][cH:10]1)[CH:16]1[CH2:17][c:18]2[cH:19][cH:20][c:21]([CH:25]3[NH:26][CH2:27][CH2:28][CH2:29]3)[cH:22][c:23]2[CH2:24]1.[CH:30]([CH3:31])=[O:32]>>[CH3:1][N:2]([C:3](=[O:4])[c:5]1[n:6][cH:7][c:8]([O:11][CH2:12][CH:13]2[CH2:14][CH2:15]2)[cH:9][cH:10]1)[CH:16]1[CH2:17][c:18]2[cH:19][cH:20][c:21]([CH:25]3[N:26]([CH2:30][CH3:31])[CH2:27][CH2:28][CH2:29]3)[cH:22][c:23]2[CH2:24]1. Starting materials: CCO, Cc1ccc([N+](=O)[O-])cc1C(=O)NS(C)(=O)=O, O. Yields the product Cc1ccc(N)cc1C(=O)NS(C)(=O)=O. As a reaction SMILES: [CH3:19][CH2:20][OH:21].[CH3:1][c:2]1[c:3]([C:11](=[O:12])[NH:13][S:14](=[O:15])(=[O:16])[CH3:17])[cH:4][c:5]([N+:8]([O-:9])=[O:10])[cH:6][cH:7]1.[OH2:18]>>[CH3:1][c:2]1[c:3]([C:11](=[O:12])[NH:13][S:14](=[O:15])(=[O:16])[CH3:17])[cH:4][c:5]([NH2:8])[cH:6][cH:7]1. Starting materials: OCC1=CC=C(C=C1)CC(=O)OC (methyl p-hydroxymethylphenylacetate), O (H2O), CC(C)(C)[Si](C)(C)Cl (TBDMS-Cl), N1C=NC=C1 (imidazole). Run in CN(C)C=O (DMF). Reaction conditions: time 18 hour. Product: [Si](C)(C)(C(C)(C)C)OCC1=CC=C(C=C1)CC(=O)OC (methyl 4-t-butyldimethylsilyloxymethylphenylacetate). The yield is 92.0%. As a reaction SMILES: [OH:1][CH2:2][C:3]1[CH:8]=[CH:7][C:6]([CH2:9][C:10]([O:12][CH3:13])=[O:11])=[CH:5][CH:4]=1.[CH3:14][C:15]([Si:18](Cl)([CH3:20])[CH3:19])([CH3:17])[CH3:16].N1C=CN=C1.O>CN(C=O)C>[Si:18]([O:1][CH2:2][C:3]1[CH:8]=[CH:7][C:6]([CH2:9][C:10]([O:12][CH3:13])=[O:11])=[CH:5][CH:4]=1)([C:15]([CH3:17])([CH3:16])[CH3:14])([CH3:20])[CH3:19]. Procedure: To a solution of methyl p-hydroxymethylphenylacetate (3.30 g, 18.3 mmol, prepared according to the method of G. Biagi et al., E. Ed. Farmaco., 43, 597 (1988)) in 6.6 ml DMF was added TBDMS-Cl (3.31 g, 22.0 mmol) and imidazole (3.12 g, 45.8 mmol), and the resulting solution was stirred at ambient temperature for 18 hours. The mixture was poured into 100 ml H2O and extracted (EtOAc, 4×50 ml). The combined extracts were dried (MgSO4), filtered and concentrated. The crude material was chromatographe... Reactants: BrCC1=CC2=CC=CC=C2C=C1 (2-(bromomethyl)naphthalene), ClC=1N=CNC1Cl (4,5-dichloroimidazole), [OH-].[K+] (Potassium hydroxide), BrCCCCCC(=O)O (6-bromohexanoic acid), Br (HBr). The solvent is C(C)#N (acetonitrile). Product: [Br-].C(=O)(O)CCCCCN1C=[N+](C(=C1Cl)Cl)CC1=CC2=CC=CC=C2C=C1 (1-(5-carboxypentyl)-4,5-dichloro-3-(naphthalen-2-ylmethyl)-1 H-imidazol-3-ium bromide). As a reaction SMILES: [Cl:1][C:2]1[N:3]=[CH:4][NH:5][C:6]=1[Cl:7].[OH-].[K+].[Br:10][CH2:11][CH2:12][CH2:13][CH2:14][CH2:15][C:16]([OH:18])=[O:17].Br[CH2:20][C:21]1[CH:30]=[CH:29][C:28]2[C:23](=[CH:24][CH:25]=[CH:26][CH:27]=2)[CH:22]=1.Br>C(#N)C>[Br-:10].[C:16]([CH2:15][CH2:14][CH2:13][CH2:12][CH2:11][N:3]1[C:2]([Cl:1])=[C:6]([Cl:7])[N+:5]([CH2:20][C:21]2[CH:30]=[CH:29][C:28]3[C:23](=[CH:24][CH:25]=[CH:26][CH:27]=3)[CH:22]=2)=[CH:4]1)([OH:18])=[O:17] |f:1.2,7.8|. Procedure details: 4,5-dichloroimidazole (1.00 g, 7.36 mmol) was dissolved in acetonitrile. Potassium hydroxide (0.828 g, 14.72 mmol) was added to the solution and allowed to reflux for 30 min. 1 equivalent of 6-bromohexanoic acid (1.44 g, 7.36 mmol) was added to the solution and refluxed for 5 h. Solution was filtered to remove the KBr precipitate and placed back onto reflux. An equivalent of 2-(bromomethyl)naphthalene (1.63 g, 7.36 mmol) was added to solution and refluxed for 2.5 h. The solution was neutralized ... Reactants: NCC(N)Cc1ccccc1, CCO, Cc1cccc(-c2c(-c3ccncc3)nc(Cl)n(C)c2=O)c1. The product is Cl, Cc1cccc(-c2c(-c3ccncc3)nc(NCC(N)Cc3ccccc3)n(C)c2=O)c1. Reaction SMILES: [CH2:23]([c:24]1[cH:25][cH:26][cH:27][cH:28][cH:29]1)[CH:30]([CH2:31][NH2:32])[NH2:33].[CH3:34][CH2:35][OH:36].[Cl:1][c:2]1[n:3][c:4](-[c:17]2[cH:18][cH:19][n:20][cH:21][cH:22]2)[c:5](-[c:10]2[cH:11][c:12]([CH3:16])[cH:13][cH:14][cH:15]2)[c:6](=[O:9])[n:7]1[CH3:8]>>[ClH:1].[c:2]1([NH:32][CH2:31][CH:30]([CH2:23][c:24]2[cH:25][cH:26][cH:27][cH:28][cH:29]2)[NH2:33])[n:3][c:4](-[c:17]2[cH:18][cH:19][n:20][cH:21][cH:22]2)[c:5](-[c:10]2[cH:11][c:12]([CH3:16])[cH:13][cH:14][cH:15]2)[c:6](=[O:9])[n:7]1[CH3:8]. Reactants: CC(=O)OC(=O)c1ccc(N2C(=O)NC(N(CC(C)C)C(C)=O)NC2=O)cc1, COCCOC, O. The product is CC(=O)N(CC(C)C)C1NC(=O)N(c2ccc(C(=O)O)cc2)C(=O)N1. Reaction SMILES: [C:1](=[O:2])([CH3:3])[O:4][C:5](=[O:6])[c:7]1[cH:8][cH:9][c:10]([N:13]2[C:14](=[O:28])[NH:15][CH:16]([N:20]([C:21]([CH3:22])=[O:23])[CH2:24][CH:25]([CH3:26])[CH3:27])[NH:17][C:18]2=[O:19])[cH:11][cH:12]1.[CH3:30][O:31][CH2:32][CH2:33][O:34][CH3:35].[OH2:29]>>[O:4]=[C:5]([OH:6])[c:7]1[cH:8][cH:9][c:10]([N:13]2[C:14](=[O:28])[NH:15][CH:16]([N:20]([C:21]([CH3:22])=[O:23])[CH2:24][CH:25]([CH3:26])[CH3:27])[NH:17][C:18]2=[O:19])[cH:11][cH:12]1. The reactants are BrCCCCBr (1,4-Dibromobutane), ClC1=CC(=C(C=C1OC1=NC=CC=C1C(F)(F)F)N=C1NNC(S1)=O)F (5-[4-chloro-2-fluoro-5-(3-trifluoromethyl-2-pyridyloxy)phenylimino]-1,3,4-thiadiazolidin-2-one), C([O-])([O-])=O.[K+].[K+] (potassium carbonate). Solvent: CC(=O)C (acetone). Yields the product ClC1=CC(=C(C=C1OC1=NC=CC=C1C(F)(F)F)N=C1SC(N2CCCCN12)=O)F (9-[4-Chloro-2-fluoro-5-(3-trifluoromethyl-2-pyridyloxy)phenylimino]-8-thia-1,6-diazabicyclo[4,3,0]nonane-7-one). Isolated yield 57.4%. As a reaction SMILES: Br[CH2:2][CH2:3][CH2:4][CH2:5]Br.[Cl:7][C:8]1[C:13]([O:14][C:15]2[C:20]([C:21]([F:24])([F:23])[F:22])=[CH:19][CH:18]=[CH:17][N:16]=2)=[CH:12][C:11]([N:25]=[C:26]2[S:30][C:29](=[O:31])[NH:28][NH:27]2)=[C:10]([F:32])[CH:9]=1.C(=O)([O-])[O-].[K+].[K+]>CC(C)=O>[Cl:7][C:8]1[C:13]([O:14][C:15]2[C:20]([C:21]([F:23])([F:24])[F:22])=[CH:19][CH:18]=[CH:17][N:16]=2)=[CH:12][C:11]([N:25]=[C:26]2[N:27]3[N:28]([CH2:2][CH2:3][CH2:4][CH2:5]3)[C:29](=[O:31])[S:30]2)=[C:10]([F:32])[CH:9]=1 |f:2.3.4|. Reported procedure: 1,4-Dibromobutane (0.64 g) was mixed with 5-[4-chloro-2-fluoro-5-(3-trifluoromethyl-2-pyridyloxy)phenylimino]-1,3,4-thiadiazolidin-2-one (1.0 g) in acetone (25 ml) and potassium carbonate (0.85 g) added. The mixture was heated at reflux for 2 hours and the solvent evaporated. The residue was processed and the resulting oil chromatographed (silica gel, hexane:ethyl acetate, 4:1) to give the product (0.65 g, 57%).